Dataset: the Open Reaction Database (ORD), a public repository of structured organic reaction records. Task: describe an organic reaction: reactants, conditions, products, and yield The reactants are step-iii, FC=1C=C(CN2N=C(C(=C2C)C2=CN(C3=NC=C(C=C32)C=3C=CC(=C(C3)NS(=O)(=O)C)N3CCOCC3)S(=O)(=O)C3=CC=C(C)C=C3)C)C=CC1 (N-(5-(3-(1-(3-fluorobenzyl)-3,5-dimethyl-1H-pyrazol-4-yl)-1-tosyl-1H-pyrrolo[2,3-b]pyridin-5-yl)-2-morpholino phenyl)methanesulfonamide), [OH-].[Li+] (lithium hydroxide). Solvent: C1CCOC1.CO.O (THF Methanol water). Yields the product FC=1C=C(CN2N=C(C(=C2C)C2=CNC3=NC=C(C=C32)C=3C=CC(=C(C3)NS(=O)(=O)C)N3CCOCC3)C)C=CC1 (N-(5-(3-(1-(3-fluorobenzyl)-3,5-dimethyl-1H-pyrazol-4-yl)-1H-pyrrolo[2,3-b]pyridin-5-yl)-2-morpholinophenyl)methanesulfonamide). Isolated yield 19.5%. Reaction SMILES: [F:1][C:2]1[CH:3]=[C:4]([CH:49]=[CH:50][CH:51]=1)[CH2:5][N:6]1[C:10]([CH3:11])=[C:9]([C:12]2[C:20]3[C:15](=[N:16][CH:17]=[C:18]([C:21]4[CH:22]=[CH:23][C:24]([N:32]5[CH2:37][CH2:36][O:35][CH2:34][CH2:33]5)=[C:25]([NH:27][S:28]([CH3:31])(=[O:30])=[O:29])[CH:26]=4)[CH:19]=3)[N:14](S(C3C=CC(C)=CC=3)(=O)=O)[CH:13]=2)[C:8]([CH3:48])=[N:7]1.[OH-].[Li+]>C1COCC1.CO.O>[F:1][C:2]1[CH:3]=[C:4]([CH:49]=[CH:50][CH:51]=1)[CH2:5][N:6]1[C:10]([CH3:11])=[C:9]([C:12]2[C:20]3[C:15](=[N:16][CH:17]=[C:18]([C:21]4[CH:22]=[CH:23][C:24]([N:32]5[CH2:33][CH2:34][O:35][CH2:36][CH2:37]5)=[C:25]([NH:27][S:28]([CH3:31])(=[O:29])=[O:30])[CH:26]=4)[CH:19]=3)[NH:14][CH:13]=2)[C:8]([CH3:48])=[N:7]1 |f:1.2,3.4.5|. Reported procedure: Using similar reaction conditions as described in step-iii of example-1, N-(5-(3-(1-(3-fluorobenzyl)-3,5-dimethyl-1H-pyrazol-4-yl)-1-tosyl-1H-pyrrolo[2,3-b]pyridin-5-yl)-2-morpholino phenyl)methanesulfonamide (150 mg, 0.205 mmol) was hydrolyzed with lithium hydroxide (43.2 mg, 1.02 mmol) in THF/Methanol/water (2/3/1 ml). This yielded 23 mg (19.49% yield) of pure compound. 1H NMR (CDCl3, 300 MHz): δ 9.17 (s, 1H), 8.55 (s, 1H), 7.86 (s, 2H), 7.75 (s, 1H), 7.32 (s, 3H), 6.99-6.97 (m, 2H), 6.90-6.80... The reactants are Cc1ccccc1C(=O)Cl, CN1CCC(C(=O)c2cccc(N)c2)CC1. Product: Cc1ccccc1C(=O)Nc1cccc(C(=O)C2CCN(C)CC2)c1. As a reaction SMILES: [CH3:17][c:18]1[c:19]([C:20](=[O:21])[Cl:22])[cH:23][cH:24][cH:25][cH:26]1.[NH2:1][c:2]1[cH:3][c:4]([C:5](=[O:6])[CH:7]2[CH2:8][CH2:9][N:10]([CH3:13])[CH2:11][CH2:12]2)[cH:14][cH:15][cH:16]1>>[NH:1]([c:2]1[cH:3][c:4]([C:5](=[O:6])[CH:7]2[CH2:8][CH2:9][N:10]([CH3:13])[CH2:11][CH2:12]2)[cH:14][cH:15][cH:16]1)[C:20]([c:19]1[c:18]([CH3:17])[cH:26][cH:25][cH:24][cH:23]1)=[O:21]. Starting materials: COC1=C(C(=O)N=C=O)C(=CC=C1)OC (2,6-Dimethoxybenzoyl isocyanate), ClC1=CC=C(C=C1)SC1=CC=C(C=N1)N (6-(4-chlorophenylthio)-3-aminopyridine). The solvent is C(C)(=O)OCC (ethyl acetate). Yields the product COC1=C(C(=O)NC(=O)NC=2C=NC(=CC2)SC2=CC=C(C=C2)Cl)C(=CC=C1)OC (1-(2,6-DIMETHOXYBENZOYL)-3-(6-(4-CHLOROPHENYLTHIO)-3-PYRIDINYL)UREA). RXN SMILES: [CH3:1][O:2][C:3]1[CH:13]=[CH:12][CH:11]=[C:10]([O:14][CH3:15])[C:4]=1[C:5]([N:7]=[C:8]=[O:9])=[O:6].[Cl:16][C:17]1[CH:22]=[CH:21][C:20]([S:23][C:24]2[N:29]=[CH:28][C:27]([NH2:30])=[CH:26][CH:25]=2)=[CH:19][CH:18]=1>C(OCC)(=O)C>[CH3:15][O:14][C:10]1[CH:11]=[CH:12][CH:13]=[C:3]([O:2][CH3:1])[C:4]=1[C:5]([NH:7][C:8]([NH:30][C:27]1[CH:28]=[N:29][C:24]([S:23][C:20]2[CH:21]=[CH:22][C:17]([Cl:16])=[CH:18][CH:19]=2)=[CH:25][CH:26]=1)=[O:9])=[O:6]. Procedure details: 2,6-Dimethoxybenzoyl isocyanate (2.07 grams; 0.01 mole) and 6-(4-chlorophenylthio)-3-aminopyridine (2.37 grams; 0.01 mole) were mixed in 100 ml. of ethyl acetate and stirred at room temperature for 3 hours. Solvent was removed in vacuo and the product crystallized from hexanes-ethyl acetate, yield 0.6 gram, m.p. 172°-174° C. Starting materials: OC(CCCO[Si](C1=CC=CC=C1)(C1=CC=CC=C1)C(C)(C)C)CCCO[Si](C1=CC=CC=C1)(C1=CC=CC=C1)C(C)(C)C (4-Hydroxy-1,7-bis(tert-butyldiphenylsilyloxy)heptane), C=1C=C[NH+]=CC1.[O-][Cr](=O)(=O)Cl (PCC). The solvent is CCOCC (Et2O), C(Cl)Cl (CH2Cl2). Conditions: time 2 hour. Product: [Si](C1=CC=CC=C1)(C1=CC=CC=C1)(C(C)(C)C)OCCCC(CCCO[Si](C1=CC=CC=C1)(C1=CC=CC=C1)C(C)(C)C)=O (1,7-Bis(tert-butyldiphenylsilyloxy)heptan-4-one). The yield is 71.2%. As a reaction SMILES: [OH:1][CH:2]([CH2:24][CH2:25][CH2:26][O:27][Si:28]([C:41]([CH3:44])([CH3:43])[CH3:42])([C:35]1[CH:40]=[CH:39][CH:38]=[CH:37][CH:36]=1)[C:29]1[CH:34]=[CH:33][CH:32]=[CH:31][CH:30]=1)[CH2:3][CH2:4][CH2:5][O:6][Si:7]([C:20]([CH3:23])([CH3:22])[CH3:21])([C:14]1[CH:19]=[CH:18][CH:17]=[CH:16][CH:15]=1)[C:8]1[CH:13]=[CH:12][CH:11]=[CH:10][CH:9]=1.C1C=C[NH+]=CC=1.[O-][Cr](Cl)(=O)=O>C(Cl)Cl.CCOCC>[Si:7]([O:6][CH2:5][CH2:4][CH2:3][C:2](=[O:1])[CH2:24][CH2:25][CH2:26][O:27][Si:28]([C:41]([CH3:44])([CH3:43])[CH3:42])([C:35]1[CH:36]=[CH:37][CH:38]=[CH:39][CH:40]=1)[C:29]1[CH:30]=[CH:31][CH:32]=[CH:33][CH:34]=1)([C:20]([CH3:21])([CH3:22])[CH3:23])([C:14]1[CH:19]=[CH:18][CH:17]=[CH:16][CH:15]=1)[C:8]1[CH:9]=[CH:10][CH:11]=[CH:12][CH:13]=1 |f:1.2|. Procedure: A solution of 49 (233 mg, 0.374 mmol) in CH2Cl2 (1 mL) was treated with PCC (121 mg, 0.561 mmol) at room temperature. Stirring was continued for 2 h. The mixture was diluted with Et2O, and the mixture was applied onto a plug of silica. The solid was washed with Et2O. The sample was concentrated, and the oily residue was chromatographed [silica, hexanes/ethyl acetate (10:1) to yield a colorless oil (166 mg, 71%): 1H NMR δ 1.82-1.88 (m, 4H), 2.55-2.58 (m, 4H), 3.65-3.72 (m, 4H), 7.43-7.45 (m, 12),...